From a dataset of the Open Reaction Database (ORD), a public repository of structured organic reaction records. describe an organic reaction: reactants, conditions, products, and yield Reactants: C[S-], Nc1cccc2cncc(Br)c12, [Na+]. Product: CSc1cncc2cccc(N)c12. As a reaction SMILES: [CH3:13][S-:14].[NH2:1][c:2]1[c:3]2[c:4]([Br:12])[cH:5][n:6][cH:7][c:8]2[cH:9][cH:10][cH:11]1.[Na+:15]>>[NH2:1][c:2]1[c:3]2[c:4]([S:14][CH3:13])[cH:5][n:6][cH:7][c:8]2[cH:9][cH:10][cH:11]1. Starting materials: ClC1=NC=C(C=C1C(=O)N1CCCC2=CC=CC=C12)F ((2-chloro-5-fluoro-pyridin-3-yl)-(3,4-dihydro-2H-quinolin-1-yl)-methanone), ClC=1C=C(C=CC1)O (3-chloro-phenol), C([O-])([O-])=O.[K+].[K+] (potassium carbonate). The reagents and catalysts are [Cu]I (copper(I) iodide), [Cu] (copper(0)). The solvent is C(C)#N (acetonitrile). Conditions: temperature 200 celsius. The product is ClC=1C=C(OC2=NC=C(C=C2C(=O)N2CCCC3=CC=CC=C23)F)C=CC1 ([2-(3-Chloro-phenoxy)-5-fluoro-pyridin-3-yl]-(3,4-dihydro-2H-quinolin-1-yl)-methanone). Isolated yield 6.2%. Reaction SMILES: Cl[C:2]1[C:7]([C:8]([N:10]2[C:19]3[C:14](=[CH:15][CH:16]=[CH:17][CH:18]=3)[CH2:13][CH2:12][CH2:11]2)=[O:9])=[CH:6][C:5]([F:20])=[CH:4][N:3]=1.[Cl:21][C:22]1[CH:23]=[C:24]([OH:28])[CH:25]=[CH:26][CH:27]=1.C(=O)([O-])[O-].[K+].[K+]>C(#N)C.[Cu]I.[Cu]>[Cl:21][C:22]1[CH:23]=[C:24]([CH:25]=[CH:26][CH:27]=1)[O:28][C:2]1[C:7]([C:8]([N:10]2[C:19]3[C:14](=[CH:15][CH:16]=[CH:17][CH:18]=3)[CH2:13][CH2:12][CH2:11]2)=[O:9])=[CH:6][C:5]([F:20])=[CH:4][N:3]=1 |f:2.3.4|. Procedure: To a solution of (2-chloro-5-fluoro-pyridin-3-yl)-(3,4-dihydro-2H-quinolin-1-yl)-methanone (53.2 mg, 0.18 mmol, 1.0 equiv) and 3-chloro-phenol (23.5 mg, 0.18 mmol, 1.0 equiv; [CAS RN 108-43-0]) in acetonitrile (1 mL) was added potassium carbonate (50.7 mg, 0.37 mmol, 2.0 equiv; [CAS RN 584-08-7]), copper(I) iodide (3.5 mg, 0.018 mmol, 0.1 equiv; [CAS RN 7681-65-4]) and copper(0) nanopowder with an averaged particle size of 100 nm (3.5 mg, 0.055 mmol, 0.3 equiv; [CAS RN 7440-50-8]). The reaction ... Reactants: COC1=CC=C(C=C1)C(C1CCCC2=CC=CC=C12)C1=CC(=C(C=C1)OCC1CO1)C ((4-methoxyphenyl)-(3-methyl-4-(2,3-epoxypropyloxy)phenyl)-1,2,3,4-tetrahydronaphth-1-yl-methane), C(CCC)N (n-butyl amine). The solvent is C(C)O (ethanol). The product is COC1=CC=C(C=C1)C(C1CCCC2=CC=CC=C12)C1=CC(=C(C=C1)OCC(CNCCCC)O)C ((4-Methoxyphenyl)-(3-methyl-4-(2-hydroxy-3-n-butylaminopropoxy)phenyl)-1,2,3,4-tetrahydro-naphth-1-yl-methane). As a reaction SMILES: [CH3:1][O:2][C:3]1[CH:8]=[CH:7][C:6]([CH:9]([C:20]2[CH:25]=[CH:24][C:23]([O:26][CH2:27][CH:28]3[O:30][CH2:29]3)=[C:22]([CH3:31])[CH:21]=2)[CH:10]2[C:19]3[C:14](=[CH:15][CH:16]=[CH:17][CH:18]=3)[CH2:13][CH2:12][CH2:11]2)=[CH:5][CH:4]=1.[CH2:32]([NH2:36])[CH2:33][CH2:34][CH3:35]>C(O)C>[CH3:1][O:2][C:3]1[CH:8]=[CH:7][C:6]([CH:9]([C:20]2[CH:25]=[CH:24][C:23]([O:26][CH2:27][CH:28]([OH:30])[CH2:29][NH:36][CH2:32][CH2:33][CH2:34][CH3:35])=[C:22]([CH3:31])[CH:21]=2)[CH:10]2[C:19]3[C:14](=[CH:15][CH:16]=[CH:17][CH:18]=3)[CH2:13][CH2:12][CH2:11]2)=[CH:5][CH:4]=1. Procedure: A mixture of (4-methoxyphenyl)-(3-methyl-4-(2,3-epoxypropyloxy)phenyl)-1,2,3,4-tetrahydronaphth-1-yl-methane (300 mg, 0.001 mol), n-butyl amine (1.0 m, 0.01 mol) and ethanol (15 ml) was refluxed for 8 hrs. Ethanol was distilled off and the residue was passed through a basic alumina column using hexane:ethyl acetate as the eluent. Solvent was distilled off to give the title compound. Yield 212 mg, (60.05%).